Dataset: the Open Reaction Database (ORD), a public repository of structured organic reaction records. Task: describe an organic reaction: reactants, conditions, products, and yield The reactants are C(=O)(C(F)(F)F)O (TFA), CN1C=NC(=C1)CN1CCN(CC1)C(=O)OC(C)(C)C (tert-Butyl 4-((1-methyl-1H-imidazol-4-yl)methyl)piperazine-1-carboxylate), BrC=1C(=C(C(=NC1)N)[N+](=O)[O-])Cl (5-bromo-4-chloro-3-nitropyridin-2-amine). Solvent: C(Cl)Cl (DCM). Reaction conditions: time 1 hour. Yields the product BrC=1C(=C(C(=NC1)N)[N+](=O)[O-])N1CCN(CC1)CC=1N=CN(C1)C (5-Bromo-4-(4-((1-methyl-1H-imidazol-4-yl)methyl)piperazin-1-yl)-3-nitropyridin-2-amine). Yield: 51.1%. As a reaction SMILES: [CH3:1][N:2]1[CH:6]=[C:5]([CH2:7][N:8]2[CH2:13][CH2:12][N:11]([C:14](OC(C)(C)C)=O)[CH2:10][CH2:9]2)[N:4]=[CH:3]1.C(O)(C(F)(F)F)=O.[Br:28][C:29]1C(Cl)=[C:31]([N+:36]([O-:38])=[O:37])[C:32]([NH2:35])=[N:33][CH:34]=1>C(Cl)Cl>[Br:28][C:29]1[C:14]([N:11]2[CH2:10][CH2:9][N:8]([CH2:7][C:5]3[N:4]=[CH:3][N:2]([CH3:1])[CH:6]=3)[CH2:13][CH2:12]2)=[C:31]([N+:36]([O-:38])=[O:37])[C:32]([NH2:35])=[N:33][CH:34]=1. Procedure: tert-Butyl 4-((1-methyl-1H-imidazol-4-yl)methyl)piperazine-1-carboxylate (0.130 g, 0.46 mmol, 1.1 eq) was dissolved in DCM (1.45 mL) and the mixture cooled in a ice-water bath before the dropwise addition of TFA (1.45 mL). Stirring was continued at this temperature for 1 h. The solvents were removed in vacuo, the resulting crude material was azeotroped with toluene and dried. The resulting 1-((1-methyl-1H-imidazol-4-yl)methyl)piperazine (supposedly 0.083 g, 0.46 mmol, 1 eq) was suspended in iPrO... Starting materials: C(C)ON (O-ethylhydroxylamine), FC1=CC=C(C=C1)N(C(C)=O)C1CCN(CC1)C1CCC(CC1)=O (N-(4-fluorophenyl)-N-(1-(4-oxocyclohexyl)piperidin-4-yl)acetamide), C(=O)(O)[O-].[Na+] (NaHCO3). The solvent is N1=CC=CC=C1 (pyridine). Reaction conditions: temperature 80 celsius. Yields the product C(C)ON=C1CCC(CC1)N1CCC(CC1)N(C(C)=O)C1=CC=C(C=C1)F (N-(1-(4-(ethoxyimino)cyclohexyl)piperidin-4-yl)-N-(4-fluorophenyl)acetamide). As a reaction SMILES: [F:1][C:2]1[CH:7]=[CH:6][C:5]([N:8]([CH:12]2[CH2:17][CH2:16][N:15]([CH:18]3[CH2:23][CH2:22][C:21](=O)[CH2:20][CH2:19]3)[CH2:14][CH2:13]2)[C:9](=[O:11])[CH3:10])=[CH:4][CH:3]=1.[CH2:25]([O:27][NH2:28])[CH3:26].C([O-])(O)=O.[Na+]>N1C=CC=CC=1>[CH2:25]([O:27][N:28]=[C:21]1[CH2:22][CH2:23][CH:18]([N:15]2[CH2:14][CH2:13][CH:12]([N:8]([C:5]3[CH:6]=[CH:7][C:2]([F:1])=[CH:3][CH:4]=3)[C:9](=[O:11])[CH3:10])[CH2:17][CH2:16]2)[CH2:19][CH2:20]1)[CH3:26] |f:2.3|. Procedure: N-(4-fluorophenyl)-N-(1-(4-oxocyclohexyl)piperidin-4-yl)acetamide (100 mg; 0.3 mmol; 1 eq.) was dissolved in pyridine (2 mL). O-ethylhydroxylamine (22 mg, 0.36 mmol; 1.2 eq.) was added. The solution was heated to 80° C. for 30 min. Saturated NaHCO3 (10 mL) was added and the solution was extracted with EtOAc (2×20 mL). The combined organic extracts were dried over Na2SO4, filtered, and concentrated under reduced pressure. The crude residue was purified by reversed-phase HPLC (2-99% CH3CN/H2O grad...